From a dataset of the Open Reaction Database (ORD), a public repository of structured organic reaction records. describe an organic reaction: reactants, conditions, products, and yield Reactants: ClC1=C(C=CC(=C1)C)C1NC2=C(C=CC=C2C(N1)=O)C (2-(2-Chloro-4-methylphenyl)-8-methyl-2,3-dihydroquinazolin-4(1H)-one), ClC=1C(C(=C(C(C1Cl)=O)C#N)C#N)=O (2,3-dichloro-5,6-dicyano-1,4-benzoquinone). Solvent: C(C)O (ethanol). Run at time 2 hour. Yields the product ClC1=C(C=CC(=C1)C)C1=NC2=C(C=CC=C2C(N1)=O)C (2-(2-Chloro-4-methylphenyl)-8-methylquinazolin-4(3H)-one). As a reaction SMILES: [Cl:1][C:2]1[CH:7]=[C:6]([CH3:8])[CH:5]=[CH:4][C:3]=1[CH:9]1[NH:18][C:17](=[O:19])[C:16]2[C:11](=[C:12]([CH3:20])[CH:13]=[CH:14][CH:15]=2)[NH:10]1.ClC1C(=O)C(C#N)=C(C#N)C(=O)C=1Cl>C(O)C>[Cl:1][C:2]1[CH:7]=[C:6]([CH3:8])[CH:5]=[CH:4][C:3]=1[C:9]1[NH:18][C:17](=[O:19])[C:16]2[C:11](=[C:12]([CH3:20])[CH:13]=[CH:14][CH:15]=2)[N:10]=1. Procedure: 2-(2-Chloro-4-methylphenyl)-8-methyl-2,3-dihydroquinazolin-4(1H)-one (159 mg, 0.6 mmol) and 2,3-dichloro-5,6-dicyano-1,4-benzoquinone (126 mg, 0.6 mmol) were dissolved in 5 ml of ethanol and then stirred at room temperature for 2 hours. The reaction mixture was filtered and the solid was washed with a little ethanol. This gave 108 mg (65.5% of theory) of 2-(2-chloro-4-methylphenyl)-8-methylquinazolin-4(3H)-one as a colorless said of melting point 234° C. 1H NMR (400 MHz, d6-DMSO δ, ppm) 12.54 (b... Starting materials: ClC(C(Cl)(Cl)Cl)(Cl)Cl (hexachloroethane), [Li]CCCC (n-BuLi), hexanes, C(C)(C)(C)OC(=O)N1C(C=2N(CC1)C(=NC2I)CC)CCC2=CC=C(C=C2)C(F)(F)F (3-ethyl-1-iodo-8-[2-(4-trifluoromethyl-phenyl)-ethyl]-5,6-dihydro-8H-imidazo[1,5-a]pyrazine-7-carboxylic acid tert-butyl ester). Solvent: C1CCOC1 (THF), C1CCOC1 (THF). Run at temperature -78 celsius, time 10 minute. Yields the product C(C)(C)(C)OC(=O)N1C(C=2N(CC1)C(=NC2Cl)CC)CCC2=CC=C(C=C2)C(F)(F)F (1-chloro-3-ethyl-8-[2-(4-trifluoromethyl-phenyl)-ethyl]-5,6-dihydro-8H-imidazo[1,5-a]pyrazine-7-carboxylic acid tert-butyl ester). As a reaction SMILES: [C:1]([O:5][C:6]([N:8]1[CH2:13][CH2:12][N:11]2[C:14]([CH2:18][CH3:19])=[N:15][C:16](I)=[C:10]2[CH:9]1[CH2:20][CH2:21][C:22]1[CH:27]=[CH:26][C:25]([C:28]([F:31])([F:30])[F:29])=[CH:24][CH:23]=1)=[O:7])([CH3:4])([CH3:3])[CH3:2].[Li]CCCC.[Cl:37]C(Cl)(Cl)C(Cl)(Cl)Cl>C1COCC1>[C:1]([O:5][C:6]([N:8]1[CH2:13][CH2:12][N:11]2[C:14]([CH2:18][CH3:19])=[N:15][C:16]([Cl:37])=[C:10]2[CH:9]1[CH2:20][CH2:21][C:22]1[CH:27]=[CH:26][C:25]([C:28]([F:31])([F:30])[F:29])=[CH:24][CH:23]=1)=[O:7])([CH3:4])([CH3:3])[CH3:2]. Reported procedure: A cooled (−78° C.) solution of 3-ethyl-1-iodo-8-[2-(4-trifluoromethyl-phenyl)-ethyl]-5,6-dihydro-8H-imidazo[1,5-a]pyrazine-7-carboxylic acid tert-butyl ester (300 mg; 0.546 mmol) in anhydrous THF (4 ml) was treated dropwise with a solution of 1.6M n-BuLi in hexanes (0.34 ml; 0.546 mmol). The resulting solution was additionally stirred at −78° C. for 10 min., and was then treated dropwise with a solution of hexachloroethane (517 mg; 2.184 mmol; 4 eq.) in anhydrous THF (1 ml). The reaction mixture... Starting materials: C(C)OC(=O)C=1N(C(=C(C1B1OC(C(O1)(C)C)(C)C)C#N)CC)C (4-cyano-5-ethyl-1-methyl-3-(4,4,5,5-tetramethyl-[1,3,2]dioxaborolan-2-yl)-1H-pyrrole-2-carboxylic acid ethyl ester), C(Cl)Cl (methylene chloride), BrC1=C(OCCNS(=O)(=O)C(C)C)C=CC=C1 (N-[2-(bromo-phenoxy)-ethyl]-i-propanesulfonamide), C([O-])([O-])=O.[Na+].[Na+] (sodium carbonate). The product is C(C)OC(=O)C=1N(C(=C(C1C1=CC=C(C=C1)OCCNS(=O)(=O)C(C)C)C#N)CC)C (4-cyano-5-ethyl-1-methyl-3-{4-[2-(propane-2-sulfonylamino)-ethoxy]-phenyl}-1H-pyrrole-2-carboxylic acid ethyl ester). Isolated yield 99.2%. Reaction SMILES: [CH2:1]([O:3][C:4]([C:6]1[N:7]([CH3:24])[C:8]([CH2:22][CH3:23])=[C:9]([C:20]#[N:21])[C:10]=1B1OC(C)(C)C(C)(C)O1)=[O:5])[CH3:2].Br[C:26]1[CH:41]=[CH:40][CH:39]=[CH:38][C:27]=1[O:28][CH2:29][CH2:30][NH:31][S:32]([CH:35]([CH3:37])[CH3:36])(=[O:34])=[O:33].C(=O)([O-])[O-].[Na+].[Na+].C(Cl)Cl>>[CH2:1]([O:3][C:4]([C:6]1[N:7]([CH3:24])[C:8]([CH2:22][CH3:23])=[C:9]([C:20]#[N:21])[C:10]=1[C:40]1[CH:41]=[CH:26][C:27]([O:28][CH2:29][CH2:30][NH:31][S:32]([CH:35]([CH3:37])[CH3:36])(=[O:33])=[O:34])=[CH:38][CH:39]=1)=[O:5])[CH3:2] |f:2.3.4|. Procedure: Prepare the title compound in a manner analogous to the procedure set forth in Example E-281, using 4-cyano-5-ethyl-1-methyl-3-(4,4,5,5-tetramethyl-[1,3,2]dioxaborolan-2-yl)-1H-pyrrole-2-carboxylic acid ethyl ester (478 mg, 1.4 mmol, prepared in preparation 50), N-[2-(bromo-phenoxy)-ethyl]-i-propanesulfonamide (385 mg, 1.2 mmol, prepared in preparation 82), aqueous sodium carbonate (3.0 mL, 6.0 mmol, 2N), and [1,1′-bis(diphenyl-phosphino)-ferrocene]dichloropalladium(II) complex with methylene ch...